From a dataset of the Open Reaction Database (ORD), a public repository of structured organic reaction records. describe an organic reaction: reactants, conditions, products, and yield Starting materials: CC(NC(=O)OC(C)(C)C)C(=O)O, CC(N)C(=O)N1CCCC1C(=O)OCc1ccccc1, CCOC1C(=C=O)Cc2ccccc2N1OCC, ClCCl, CN1CCOCC1, Cl, O. The product is CC(NC(=O)OC(C)(C)C)C(=O)NC(C)C(=O)N1CCCC1C(=O)OCc1ccccc1. As a reaction SMILES: [C:29](=[O:30])([O:31][C:32]([CH3:33])([CH3:34])[CH3:35])[NH:36][CH:37]([CH3:38])[C:39](=[O:40])[OH:41].[CH2:2]([c:3]1[cH:4][cH:5][cH:6][cH:7][cH:8]1)[O:9][C:10]([CH:11]1[N:12]([C:16]([CH:17]([NH2:18])[CH3:19])=[O:20])[CH2:13][CH2:14][CH2:15]1)=[O:21].[CH2:42]([O:43][N:44]1[c:45]2[c:46]([cH:47][cH:48][cH:49][cH:50]2)[CH2:51][C:52](=[C:53]=[O:54])[CH:55]1[O:56][CH2:57][CH3:58])[CH3:59].[CH2:60]([Cl:61])[Cl:62].[CH3:22][N:23]1[CH2:24][CH2:25][O:26][CH2:27][CH2:28]1.[ClH:1].[OH2:63]>>[CH2:2]([c:3]1[cH:4][cH:5][cH:6][cH:7][cH:8]1)[O:9][C:10]([CH:11]1[N:12]([C:16]([CH:17]([NH:18][C:39]([CH:37]([NH:36][C:29](=[O:30])[O:31][C:32]([CH3:33])([CH3:34])[CH3:35])[CH3:38])=[O:40])[CH3:19])=[O:20])[CH2:13][CH2:14][CH2:15]1)=[O:21]. Reactants: N(=O)[O-].[Na+] (sodium nitrite), S(=O)([O-])[O-].[Na+].[Na+] (sodium sulphite), C(C)(=O)[O-].[Na+] (sodium acetate), Cl.Cl.N1C(=NCCC1)C1=CC=C(C=C1)N (4-(1,4,5,6-Tetrahydro-2-pyrimidinyl)benzenamine dihydrochloride). Solvent: O (water), O (water), Cl (hydrochloric acid), Cl (hydrochloric acid). Reaction conditions: time 15 minute. Yields the product O.N1C(=NCCC1)C1=CC=C(C=C1)NNS(=O)(=O)O.N1C(=NCCC1)C1=CC=C(C=C1)NNS(=O)(=O)O (2-[4-(1,4,5,6-Tetrahydro-2-pyrimidin-yl)phenyl]hydrazinesulphonic acid hemihydrate). Yield: 89.7%. RXN SMILES: Cl.Cl.[NH:3]1[CH2:8][CH2:7][CH2:6][N:5]=[C:4]1[C:9]1[CH:14]=[CH:13][C:12]([NH2:15])=[CH:11][CH:10]=1.[N:16]([O-])=[O:17].[Na+].[S:20]([O-:23])([O-:22])=[O:21].[Na+].[Na+].C([O-])(=O)C.[Na+]>Cl.O>[OH2:17].[NH:5]1[CH2:6][CH2:7][CH2:8][N:3]=[C:4]1[C:9]1[CH:14]=[CH:13][C:12]([NH:15][NH:16][S:20]([OH:23])(=[O:22])=[O:21])=[CH:11][CH:10]=1.[NH:5]1[CH2:6][CH2:7][CH2:8][N:3]=[C:4]1[C:9]1[CH:14]=[CH:13][C:12]([NH:15][NH:16][S:20]([OH:23])(=[O:22])=[O:21])=[CH:11][CH:10]=1 |f:0.1.2,3.4,5.6.7,8.9,12.13.14|. Reported procedure: To a stirred suspension of the product of Stage (ii) (18.0 g) in 2N hydrochloric acid (36.6 ml) at -5° was added to a solution of sodium nitrite (5.05 g) in water (11 ml) keeping the temperature below 0°. After stirring for a further 15 min, the solution was added to a stirred solution of sodium sulphite (23.05 g) and sodium acetate (9.95 g)in water (220 ml) at -5°. A solid deposited and the mass was stirred at -5° for a further 15 min, then warmed to room temperature over 1 h. Concentrated hydr...